This data is from the Open Reaction Database (ORD), a public repository of structured organic reaction records. The task is: describe an organic reaction: reactants, conditions, products, and yield Starting materials: ClC=1C=C2C=NNC2=C(C1)C(=O)OCC1(CCN(CC1)C(=O)OC(C)(C)C)C1=CC=C(C=C1)F ((1-(tert-butoxycarbonyl)-4-(4-fluorophenyl)piperidin-4-yl)methyl 5-chloro-1H-indazole-7-carboxylate), C1(CCCCC1)N(C1CCCCC1)C (N-cyclohexyl-N-methylcyclohexanamine), ClCOCC[Si](C)(C)C ((2-(chloromethoxy)ethyl)trimethylsilane). The solvent is O1CCCC1 (tetrahydrofuran). Run at time 5 minute. The product is ClC1=CC2=CN(N=C2C(=C1)C(=O)OCC1(CCN(CC1)C(=O)OC(C)(C)C)C1=CC=C(C=C1)F)COCC[Si](C)(C)C ((1-(tert-Butoxycarbonyl)-4-(4-fluorophenyl)piperidin-4-yl)methyl 5-chloro-2-((2-(trimethylsilyl)ethoxy)methyl)-2H-indazole-7-carboxylate). Reaction SMILES: [Cl:1][C:2]1[CH:3]=[C:4]2[C:8](=[C:9]([C:11]([O:13][CH2:14][C:15]3([C:28]4[CH:33]=[CH:32][C:31]([F:34])=[CH:30][CH:29]=4)[CH2:20][CH2:19][N:18]([C:21]([O:23][C:24]([CH3:27])([CH3:26])[CH3:25])=[O:22])[CH2:17][CH2:16]3)=[O:12])[CH:10]=1)[NH:7][N:6]=[CH:5]2.C1(N(C)C2CCCCC2)CCCCC1.Cl[CH2:50][O:51][CH2:52][CH2:53][Si:54]([CH3:57])([CH3:56])[CH3:55]>O1CCCC1>[Cl:1][C:2]1[CH:10]=[C:9]([C:11]([O:13][CH2:14][C:15]2([C:28]3[CH:33]=[CH:32][C:31]([F:34])=[CH:30][CH:29]=3)[CH2:20][CH2:19][N:18]([C:21]([O:23][C:24]([CH3:27])([CH3:26])[CH3:25])=[O:22])[CH2:17][CH2:16]2)=[O:12])[C:8]2[C:4](=[CH:5][N:6]([CH2:50][O:51][CH2:52][CH2:53][Si:54]([CH3:57])([CH3:56])[CH3:55])[N:7]=2)[CH:3]=1. Reported procedure: To a solution of (1-(tert-butoxycarbonyl)-4-(4-fluorophenyl)piperidin-4-yl)methyl 5-chloro-1H-indazole-7-carboxylate (15 g, 30.7 mmol) and N-cyclohexyl-N-methylcyclohexanamine (10.86 mL, 50.7 mmol) in tetrahydrofuran (100 mL) at 0° C. was added (2-(chloromethoxy)ethyl)trimethylsilane (8.7 mL, 49 mmol). After 5 min, the ice bath was removed and stirring continued at room temperature for 24 h. The reaction was treated with 25 mL of 2M ammonia in methanol and allowed to stir at room temperature for... Starting materials: ClC(=O)OCCCl (β-chloroethyl chloroformate), C(=O)=O (carbon dioxide), [N+](=O)([O-])C1=C(C(=CC=C1)N)C (2-nitro-6-aminotoluene), C([O-])([O-])=O.[Ca+2] (calcium carbonate). Run in O1CCOCC1 (dioxane), O (water). Run at temperature 70 celsius. Yields the product CC1=C(C=CC=C1[N+](=O)[O-])NC(OCCCl)=O (β-chloroethyl N-(2-methyl-3-nitrophenyl)carbamate). As a reaction SMILES: [N+:1]([C:4]1[CH:9]=[CH:8][CH:7]=[C:6]([NH2:10])[C:5]=1[CH3:11])([O-:3])=[O:2].C(=O)([O-])[O-].[Ca+2].Cl[C:18]([O:20][CH2:21][CH2:22][Cl:23])=[O:19].C(=O)=O>O1CCOCC1.O>[CH3:11][C:5]1[C:4]([N+:1]([O-:3])=[O:2])=[CH:9][CH:8]=[CH:7][C:6]=1[NH:10][C:18](=[O:19])[O:20][CH2:21][CH2:22][Cl:23] |f:1.2|. Procedure details: 91 g of 2-nitro-6-aminotoluene and 31 g of calcium carbonate are initially introduced into the reaction vessel in 750 ml of dioxane, and are heated up to 70° C. 87 g of β-chloroethyl chloroformate are added dropwise to this mixture in the course of two hours such that the reaction mixture refluxes gently, carbon dioxide being evolved. The mixture is subsequently stirred under reflux for a further two hours and then cooled to 35° C., and water and ice are added. The product which has precipitated... The reactants are FC1(C(C1)C(=O)OCCCC)F (n-butyl 2,2-difluorocyclopropane carboxylate), C(C)#N (acetonitrile), C(CCC)[Li] (n-butyllithium), hexanes, Cl (hydrochloric acid). The solvent is O1CCCC1 (tetrahydrofuran), O (water). Reaction conditions: time 30 minute. Product: FC1(C(C1)C(CC#N)=O)F (3-(2,2-difluorocyclopropyl)-3-oxo-propionitrile). Isolated yield 82.0%. Reaction SMILES: [C:1](#[N:3])[CH3:2].C([Li])CCC.[F:9][C:10]1([F:20])[CH2:12][CH:11]1[C:13](OCCCC)=[O:14].Cl>O1CCCC1.O>[F:9][C:10]1([F:20])[CH2:12][CH:11]1[C:13](=[O:14])[CH2:2][C:1]#[N:3]. Procedure: A solution of acetonitrile (0.97 mL, 18.5 mmol) in tetrahydrofuran (50 mL) was cooled to −78° C. and treated with n-butyllithium in hexanes (11.7 mL, 19.0 mmol) over 5 minutes. The reaction mixture was stirred for 30 minutes, and then n-butyl 2,2-difluorocyclopropane carboxylate (3.0 g, 16.8 mmol) was added. The reaction mixture was allowed to warm to room temperature over 2 hours. The reaction mixture was poured into water (25 mL) and acidified by addition of 10% aqueous hydrochloric acid. The ...